Task: describe an organic reaction: reactants, conditions, products, and yield. Dataset: the Open Reaction Database (ORD), a public repository of structured organic reaction records The reactants are O (Water), CC(C)([O-])C.[K+] (potassium tert-butoxide), FC1=C(OC=2C=C(C=C(C#N)C2)C#N)C(=CC=C1F)[N+](=O)[O-] (5-(2,3-difluoro-6-nitro-phenoxy)-isophthalonitrile), C(C)(C)(C)OC(CC1=NNC(C(=C1)C)=O)=O ((5-methyl-6-oxo-1,6-dihydro-pyridazin-3-yl)-acetic acid tert-butyl ester). The solvent is CN1CCCC1=O (NMP), C1CCOC1 (THF), C1CCOC1 (THF), C1CCOC1 (THF). Reaction conditions: temperature 0 celsius, time 19 hour. Product: C(C)(C)(C)OC(C(C1=NNC(C(=C1)C)=O)C1=C(C(=C(C=C1)[N+](=O)[O-])OC1=CC(=CC(=C1)C#N)C#N)F)=O ([3-(3,5-dicyano-phenoxy)-2-fluoro-4-nitro-phenyl]-(5-methyl-6-oxo-1,6-dihydro-pyridazin-3-yl)-acetic acid tert-butyl ester). The yield is 62.4%. RXN SMILES: [C:1]([O:5][C:6](=[O:16])[CH2:7][C:8]1[CH:13]=[C:12]([CH3:14])[C:11](=[O:15])[NH:10][N:9]=1)([CH3:4])([CH3:3])[CH3:2].CC(C)([O-])C.[K+].[F:23][C:24]1[C:40](F)=[CH:39][CH:38]=[C:37]([N+:42]([O-:44])=[O:43])[C:25]=1[O:26][C:27]1[CH:28]=[C:29]([C:35]#[N:36])[CH:30]=[C:31]([CH:34]=1)[C:32]#[N:33].O>C1COCC1.CN1C(=O)CCC1>[C:1]([O:5][C:6](=[O:16])[CH:7]([C:40]1[CH:39]=[CH:38][C:37]([N+:42]([O-:44])=[O:43])=[C:25]([O:26][C:27]2[CH:28]=[C:29]([C:35]#[N:36])[CH:30]=[C:31]([C:32]#[N:33])[CH:34]=2)[C:24]=1[F:23])[C:8]1[CH:13]=[C:12]([CH3:14])[C:11](=[O:15])[NH:10][N:9]=1)([CH3:4])([CH3:2])[CH3:3] |f:1.2|. Procedure: A 5 L three-neck round bottom flask was charged with (5-methyl-6-oxo-1,6-dihydro-pyridazin-3-3-yl)-acetic acid tert-butyl ester (10; 223 g, 0.996 mol) and THF (700 mL). The resulting solution was cooled to 0° C. and potassium tert-butoxide (1.2 L, 1.66 M in THF, 1.99 mol) was added dropwise over approximately 30 min. After cooling the reaction mixture to −55° C., a solution of 5-(2,3-difluoro-6-nitro-phenoxy)-isophthalonitrile (22; 150 g; 0.498 mol) in THF (1.0 L) was added dropwise over approxi...